describe an organic reaction: reactants, conditions, products, and yield From a dataset of the Open Reaction Database (ORD), a public repository of structured organic reaction records. Starting materials: BrC=1C=C(C=NC1)CC(=O)OCC (Ethyl (5-bromopyridin-3-yl)acetate), C(C)OC(N(C)C)OCC (dimethylformamide diethyl acetal). Yields the product BrC=1C=C(C=NC1)/C(/C(=O)OCC)=C/N(C)C (Ethyl (2Z)-2-(5-bromopyridin-3-yl)-3-(dimethylamino)prop-2-enoate). As a reaction SMILES: [Br:1][C:2]1[CH:3]=[C:4]([CH2:8][C:9]([O:11][CH2:12][CH3:13])=[O:10])[CH:5]=[N:6][CH:7]=1.C(O[CH:17](OCC)[N:18]([CH3:20])[CH3:19])C>>[Br:1][C:2]1[CH:3]=[C:4](/[C:8](=[CH:17]/[N:18]([CH3:20])[CH3:19])/[C:9]([O:11][CH2:12][CH3:13])=[O:10])[CH:5]=[N:6][CH:7]=1. Reported procedure: 5.1 g (20.8 mmol) of the compound from Example 8A in 7.1 ml (6.2 g, 41.8 mmol) of dimethylformamide diethyl acetal are heated at 100° C. for 16 h. After cooling, the mixture is concentrated under reduced pressure.